Dataset: the Open Reaction Database (ORD), a public repository of structured organic reaction records. Task: describe an organic reaction: reactants, conditions, products, and yield Reactants: [H-].[Na+] (sodium hydride), N1=C(C=CC=C1)OCCO (2-(pyridin-2-yloxy)-ethanol), [N+](=O)([O-])C1=CC=C(C=C1)F (4-nitrofluorobenzene), [H][H] (hydrogen). Solvent: CN(C)C=O (DMF), CN(C)C=O (DMF). Reaction conditions: time 18 hour. The product is [N+](=O)([O-])C1=CC=C(OCCOC2=NC=CC=C2)C=C1 (2-[2-(4-nitrophenoxy)ethoxy]pyridine). RXN SMILES: [H-].[Na+].[N:3]1[CH:8]=[CH:7][CH:6]=[CH:5][C:4]=1[O:9][CH2:10][CH2:11][OH:12].[H][H].[N+:15]([C:18]1[CH:23]=[CH:22][C:21](F)=[CH:20][CH:19]=1)([O-:17])=[O:16]>CN(C=O)C>[N+:15]([C:18]1[CH:23]=[CH:22][C:21]([O:12][CH2:11][CH2:10][O:9][C:4]2[CH:5]=[CH:6][CH:7]=[CH:8][N:3]=2)=[CH:20][CH:19]=1)([O-:17])=[O:16] |f:0.1|. Reported procedure: To a suspension of sodium hydride (21.6 mg, 0.90 mmol) in anhydrous DMF (0.5 mL), 2-(pyridin-2-yloxy)-ethanol (100 mg, 0.72 mmol) in DMF (1.5 mL) was added drop-wise under a N2 atmosphere. Once hydrogen gas evolution ceased, 4-nitrofluorobenzene (102 mg, 0.72 mmol, 76 μL) was added drop-wise to the yellow suspension. The resultant red-orange solution was allowed to stir at rt for 18 h. Upon completion, distilled water (2 mL) was added and the bright yellow solid precipitate was filtered, washed ... The reactants are C(C1=CC=CC=C1)OCOCCC(CCSC1=CC=CC=2N1C=CN2)(C)C (5-(5-benzyloxymethyloxy-3,3-dimethylpentylthio)imidazo[1,2-a]pyridine), Cl (hydrochloric acid). Solvent: CO (methanol). Reaction conditions: temperature 60 celsius, time 3 hour. Product: OCCC(CCSC1=CC=CC=2N1C=CN2)(C)C (5-(5-hydroxy-3,3-dimethylpentylthio)imidazo[1,2-a]pyridine). Reaction SMILES: C(OC[O:10][CH2:11][CH2:12][C:13]([CH3:27])([CH3:26])[CH2:14][CH2:15][S:16][C:17]1[N:22]2[CH:23]=[CH:24][N:25]=[C:21]2[CH:20]=[CH:19][CH:18]=1)C1C=CC=CC=1.Cl>CO>[OH:10][CH2:11][CH2:12][C:13]([CH3:27])([CH3:26])[CH2:14][CH2:15][S:16][C:17]1[N:22]2[CH:23]=[CH:24][N:25]=[C:21]2[CH:20]=[CH:19][CH:18]=1. Reported procedure: To a solution of 0.71 g (1.85 mmol) of 5-(5-benzyloxymethyloxy-3,3-dimethylpentylthio)imidazo[1,2-a]pyridine in 10 ml of methanol, 0.33 ml (4.0 mmol) of concentrated hydrochloric acid was added, followed by stirring at 60° C. for 3 hours. After the reaction mixture was cooled, the solvent was distilled off. The residue was dissolved in 10 ml of water; 3 ml of 1N aqueous sodium hydroxide was added. To this mixture, 1N hydrochloric acid was added to pH 5-6. The mixture was extracted with dichlorom...